This data is from the Open Reaction Database (ORD), a public repository of structured organic reaction records. The task is: describe an organic reaction: reactants, conditions, products, and yield Reactants: solution, C(C=C)(=O)OC1=CC=C(C=C1)Cl (4-chlorophenyl acrylate), C(CCCCCCCCCCC)(=O)[O-].C(CCCCCCCCCCC)(=O)[O-].C(CCC)[Sn+2]CCCC (dibutyltin dilaurate), diisocyanate. Run at time 8 hour. The product is polyurethane, C(C=C)(=O)OC1=C(C=CC=C1)Cl (chlorophenyl acrylate). As a reaction SMILES: C(OC1C=CC([Cl:12])=CC=1)(=O)C=C.[C:13]([O-:26])(=O)[CH2:14][CH2:15][CH2:16][CH2:17][CH2:18]CCCCCC.[C:27]([O-:40])(=O)[CH2:28][CH2:29]CCCCCCCCC.C([Sn+2]CCCC)CCC>>[C:27]([O:26][C:13]1[CH:14]=[CH:15][CH:16]=[CH:17][C:18]=1[Cl:12])(=[O:40])[CH:28]=[CH2:29] |f:1.2.3|. Reported procedure: A solution was prepared containing 98.86 wt. % 4-chlorophenyl acrylate and 1.14 wt. % dibutyltin dilaurate. 0.017 g of this solution was added to a vial containing 0.2519 g diisocyanate-terminated polypropylene glycol (MW=2471), 0.047 g α,ω-dihydroxypolypropylene glycol (MW=425), 0.051 g 4-chlorophenyl acrylate, and 0.00063 g Ciba CGI-784 (photoinitiator). The mixture was thoroughly mixed and allowed to cure overnight at room temperature, while protected from light. The polymerization was a step... The reactants are CCO, Cl, CCOC(=O)CCc1ccc(NCc2ccc(CN(CCC(C)C)c3nc(-c4ccc(C(F)(F)F)cc4)cs3)cc2)cc1F, [Na+], C1CCOC1, [OH-]. Yields the product CC(C)CCN(Cc1ccc(CNc2ccc(CCC(=O)O)c(F)c2)cc1)c1nc(-c2ccc(C(F)(F)F)cc2)cs1. Reaction SMILES: [CH3:48][CH2:49][OH:50].[ClH:47].[F:1][c:2]1[c:3]([CH2:38][CH2:39][C:40](=[O:41])[O:42][CH2:43][CH3:44])[cH:4][cH:5][c:6]([NH:8][CH2:9][c:10]2[cH:11][cH:12][c:13]([CH2:16][N:17]([c:18]3[s:19][cH:20][c:21](-[c:23]4[cH:24][cH:25][c:26]([C:29]([F:30])([F:31])[F:32])[cH:27][cH:28]4)[n:22]3)[CH2:33][CH2:34][CH:35]([CH3:36])[CH3:37])[cH:14][cH:15]2)[cH:7]1.[Na+:46].[O:51]1[CH2:52][CH2:53][CH2:54][CH2:55]1.[OH-:45]>>[F:1][c:2]1[c:3]([CH2:38][CH2:39][C:40](=[O:41])[OH:42])[cH:4][cH:5][c:6]([NH:8][CH2:9][c:10]2[cH:11][cH:12][c:13]([CH2:16][N:17]([c:18]3[s:19][cH:20][c:21](-[c:23]4[cH:24][cH:25][c:26]([C:29]([F:30])([F:31])[F:32])[cH:27][cH:28]4)[n:22]3)[CH2:33][CH2:34][CH:35]([CH3:36])[CH3:37])[cH:14][cH:15]2)[cH:7]1.